Dataset: the Open Reaction Database (ORD), a public repository of structured organic reaction records. Task: describe an organic reaction: reactants, conditions, products, and yield The reactants are CCOC(=O)C(C(=O)n1nnc2ccccc21)C1CCCCC1, C1CCOC1, CC(C)[N-]C(C)C, [Li+], [Na+], O=C1CCCCC1, [OH-], O. Yields the product CCOC(=O)C(C(=O)C1CCCCC1=O)C1CCCCC1. RXN SMILES: [CH2:16]([CH3:17])[O:18][C:19]([CH:20]([C:21](=[O:22])[n:23]1[c:24]2[cH:25][cH:26][cH:27][cH:28][c:29]2[n:30][n:31]1)[CH:32]1[CH2:33][CH2:34][CH2:35][CH2:36][CH2:37]1)=[O:38].[CH2:41]1[O:42][CH2:43][CH2:44][CH2:45]1.[CH3:2][CH:3]([N-:4][CH:5]([CH3:6])[CH3:7])[CH3:8].[Li+:1].[Na+:40].[O:9]=[C:10]1[CH2:11][CH2:12][CH2:13][CH2:14][CH2:15]1.[OH-:39].[OH2:46]>>[O:9]=[C:10]1[CH:11]([C:21]([CH:20]([C:19]([O:18][CH2:16][CH3:17])=[O:38])[CH:32]2[CH2:33][CH2:34][CH2:35][CH2:36][CH2:37]2)=[O:22])[CH2:12][CH2:13][CH2:14][CH2:15]1. Starting materials: C(C)(C)(C)OC(NC1CCC(CC1)NC=1C=2N(C=CN1)C(=CN2)C2=NC(=NC=C2)NCC2=CC=CC=C2)=O ({4-[3-(2-benzylamino-pyrimidin-4-yl)-imidazo[1,2-a]pyrazin-8-ylamino]-cyclohexyl}-carbamic acid tert-butyl ester), Cl (hydrochloric acid). Run in C(C)O (ethanol). Reaction conditions: time 15 hour. Product: C(C1=CC=CC=C1)NC1=NC=CC(=N1)C1=CN=C2N1C=CN=C2NC2CCC(CC2)N (N-[3-(2-benzylamino-pyrimidin-4-yl)-imidazo[1,2-a]pyrazin-8-yl]-cyclohexane-1,4-diamine). As a reaction SMILES: C(OC(=O)[NH:7][CH:8]1[CH2:13][CH2:12][CH:11]([NH:14][C:15]2[C:16]3[N:17]([C:21]([C:24]4[CH:29]=[CH:28][N:27]=[C:26]([NH:30][CH2:31][C:32]5[CH:37]=[CH:36][CH:35]=[CH:34][CH:33]=5)[N:25]=4)=[CH:22][N:23]=3)[CH:18]=[CH:19][N:20]=2)[CH2:10][CH2:9]1)(C)(C)C.Cl>C(O)C>[CH2:31]([NH:30][C:26]1[N:25]=[C:24]([C:21]2[N:17]3[CH:18]=[CH:19][N:20]=[C:15]([NH:14][CH:11]4[CH2:12][CH2:13][CH:8]([NH2:7])[CH2:9][CH2:10]4)[C:16]3=[N:23][CH:22]=2)[CH:29]=[CH:28][N:27]=1)[C:32]1[CH:37]=[CH:36][CH:35]=[CH:34][CH:33]=1. Procedure details: To a solution of crude {4-[3-(2-benzylamino-pyrimidin-4-yl)-imidazo[1,2-a]pyrazin-8-ylamino]-cyclohexyl}-carbamic acid tert-butyl ester (400 mg, 0.182 mmol) in ethanol (5 mL) was added concentrated hydrochloric acid (5 mL) slowly. The reaction mixture was stirred at room temperature for 15 hours. The solvent was removed under reduced pressure and then the solid was purified by prep-HPLC. Several drops of concentrated HCl were added to the fractions with product. After sonicating for several minu... The reactants are C(#N)C1=CC=C(C2=CC=CC=C12)F (1-cyano-4-fluoronaphthalene), O=C1C=CC=C2N1CC1CNCC2C1 (8-oxo-1,5,6,8-tetrahydro-2H,4H-1,5-methanopyrido[1,2-a][1,5]diazocine). Product: O=C1C=CC=C2N1CC1CN(CC2C1)C1=CC=C(C2=CC=CC=C12)C#N (4-(8-Oxo-1,5,6,8-tetrahydro-2H,4H-1,5-methanopyrido[1,2-a][1,5]diazocin-3-yl)naphthalene-1-carbonitrile). Isolated yield 7.5%. Reaction SMILES: [C:1]([C:3]1[C:12]2[C:7](=[CH:8][CH:9]=[CH:10][CH:11]=2)[C:6](F)=[CH:5][CH:4]=1)#[N:2].[O:14]=[C:15]1[N:20]2[CH2:21][CH:22]3[CH2:27][CH:26]([C:19]2=[CH:18][CH:17]=[CH:16]1)[CH2:25][NH:24][CH2:23]3>>[O:14]=[C:15]1[N:20]2[CH2:21][CH:22]3[CH2:27][CH:26]([C:19]2=[CH:18][CH:17]=[CH:16]1)[CH2:25][N:24]([C:6]1[C:7]2[C:12](=[CH:11][CH:10]=[CH:9][CH:8]=2)[C:3]([C:1]#[N:2])=[CH:4][CH:5]=1)[CH2:23]3. Reported procedure: The title compound (3 mg, 8% yield) was prepared as described for 196MBT2-4 from 1-cyano-4-fluoronaphthalene (20 mg, 0.117 mmol) and 8-oxo-1,5,6,8-tetrahydro-2H,4H-1,5-methanopyrido[1,2-a][1,5]diazocine (89 mg, 0.468 mmol).